Dataset: the Open Reaction Database (ORD), a public repository of structured organic reaction records. Task: describe an organic reaction: reactants, conditions, products, and yield The reactants are O, C#CCC(O)CC, ClC(c1ccccc1)(c1ccccc1)c1ccccc1, c1ccncc1. The product is C#CCC(CC)OC(c1ccccc1)(c1ccccc1)c1ccccc1. As a reaction SMILES: [OH2:34].[OH:1][CH:2]([CH2:3][C:4]#[CH:5])[CH2:6][CH3:7].[c:8]1([C:14]([c:15]2[cH:16][cH:17][cH:18][cH:19][cH:20]2)([c:21]2[cH:22][cH:23][cH:24][cH:25][cH:26]2)[Cl:27])[cH:9][cH:10][cH:11][cH:12][cH:13]1.[cH:28]1[cH:29][cH:30][n:31][cH:32][cH:33]1>>[O:1]([CH:2]([CH2:3][C:4]#[CH:5])[CH2:6][CH3:7])[C:14]([c:8]1[cH:9][cH:10][cH:11][cH:12][cH:13]1)([c:15]1[cH:16][cH:17][cH:18][cH:19][cH:20]1)[c:21]1[cH:22][cH:23][cH:24][cH:25][cH:26]1. Reactants: C(C)(=O)NC1=CC2=C(C(C3=C(CO2)C=CS3)=O)C=C1 (7-acetamido-4,10-dihydrothieno[3,2-c][1]benzoxepin-10-one), Example 9, C([O-])(O)=O.[Na+] (sodium bicarbonate). Run in Cl (hydrochloric acid). Product: NC1=CC2=C(C(C3=C(CO2)C=CS3)=O)C=C1 (7-amino-4,10-dihydrothieno[3,2-c][1]benzoxepin-10-one). The yield is 78.0%. As a reaction SMILES: C([NH:4][C:5]1[CH:19]=[CH:18][C:8]2[C:9](=[O:17])[C:10]3[S:16][CH:15]=[CH:14][C:11]=3[CH2:12][O:13][C:7]=2[CH:6]=1)(=O)C.C(=O)(O)[O-].[Na+]>Cl>[NH2:4][C:5]1[CH:19]=[CH:18][C:8]2[C:9](=[O:17])[C:10]3[S:16][CH:15]=[CH:14][C:11]=3[CH2:12][O:13][C:7]=2[CH:6]=1 |f:1.2|. Procedure details: In concentrated hydrochloric acid (15 ml), 7-acetamido-4,10-dihydrothieno[3,2-c][1]benzoxepin-10-one obtained in Reference Example 9(0.41 g, 1.51 mmol) was heated under reflux for 2 hours. The reaction mixture was poured into a saturated aqueous solution of sodium bicarbonate, followed by extraction with ethyl acetate (25 ml). The organic layer was washed with a saturated aqueous solution of sodium chloride, and then dried over anhydrous magnesium sulfate. After the drying agent was filtered off... As a reaction SMILES: [Br:41][c:42]1[cH:43][c:44]2[cH:45][cH:46][c:47]([CH2:52][CH2:53][N:54]3[CH:55]([CH3:59])[CH2:56][CH2:57][CH2:58]3)[n:48][c:49]2[cH:50][cH:51]1.[CH3:60][O:61][CH2:62][CH2:63][O:64][CH3:65].[CH3:67][CH2:68][O:69][C:70](=[O:71])[CH3:72].[CH:1]1([P:2]([CH:3]2[CH2:4][CH2:5][CH2:6][CH2:7][CH2:8]2)[c:9]2[cH:10][cH:11][cH:12][cH:13][c:14]2-[c:15]2[cH:16][cH:17][cH:18][cH:19][cH:20]2)[CH2:21][CH2:22][CH2:23][CH2:24][CH2:25]1.[Na+:35].[Na+:36].[O-:37][C:38](=[O:39])[O-:40].[OH2:66].[Pd:73].[c:112]1([P:113]([c:114]2[cH:115][cH:116][cH:117][cH:118][cH:119]2)[c:120]2[cH:121][cH:122][cH:123][cH:124][cH:125]2)[cH:126][cH:127][cH:128][cH:129][cH:130]1.[c:131]1([P:132]([c:133]2[cH:134][cH:135][cH:136][cH:137][cH:138]2)[c:139]2[cH:140][cH:141][cH:142][cH:143][cH:144]2)[cH:145][cH:146][cH:147][cH:148][cH:149]1.[c:74]1([P:75]([c:76]2[cH:77][cH:78][cH:79][cH:80][cH:81]2)[c:82]2[cH:83][cH:84][cH:85][cH:86][cH:87]2)[cH:88][cH:89][cH:90][cH:91][cH:92]1.[c:93]1([P:94]([c:95]2[cH:96][cH:97][cH:98][cH:99][cH:100]2)[c:101]2[cH:102][cH:103][cH:104][cH:105][cH:106]2)[cH:107][cH:108][cH:109][cH:110][cH:111]1.[n:26]1[cH:27][c:28]([B:32]([OH:33])[OH:34])[cH:29][cH:30][cH:31]1>>[n:26]1[cH:27][c:28](-[c:42]2[cH:43][c:44]3[cH:45][cH:46][c:47]([CH2:52][CH2:53][N:54]4[CH:55]([CH3:59])[CH2:56][CH2:57][CH2:58]4)[n:48][c:49]3[cH:50][cH:51]2)[cH:29][cH:30][cH:31]1. Starting materials: CC1CCCN1CCc1ccc2cc(Br)ccc2n1, COCCOC, CCOC(C)=O, c1ccc(-c2ccccc2P(C2CCCCC2)C2CCCCC2)cc1, [Na+], [Na+], O=C([O-])[O-], O, [Pd], c1ccc(P(c2ccccc2)c2ccccc2)cc1, c1ccc(P(c2ccccc2)c2ccccc2)cc1, c1ccc(P(c2ccccc2)c2ccccc2)cc1, c1ccc(P(c2ccccc2)c2ccccc2)cc1, OB(O)c1cccnc1. Yields the product CC1CCCN1CCc1ccc2cc(-c3cccnc3)ccc2n1. Starting materials: ClC1=C(C(=O)OC)C=C(C=N1)Cl (Methyl 2,5-dichloronicotinate), FC(C=1C=C(OC2CNC2)C=CC1)(F)F (3-(3-(trifluoromethyl)phenoxy)azetidine). Yields the product ClC=1C=NC(=C(C(=O)OC)C1)N1CC(C1)OC1=CC(=CC=C1)C(F)(F)F (methyl 5-chloro-2-(3-(3-(trifluoromethyl)phenoxy)azetidin-1-yl)nicotinate). The yield is 67.4%. As a reaction SMILES: Cl[C:2]1[N:11]=[CH:10][C:9]([Cl:12])=[CH:8][C:3]=1[C:4]([O:6][CH3:7])=[O:5].[F:13][C:14]([F:27])([F:26])[C:15]1[CH:16]=[C:17]([CH:23]=[CH:24][CH:25]=1)[O:18][CH:19]1[CH2:22][NH:21][CH2:20]1>>[Cl:12][C:9]1[CH:10]=[N:11][C:2]([N:21]2[CH2:22][CH:19]([O:18][C:17]3[CH:23]=[CH:24][CH:25]=[C:15]([C:14]([F:13])([F:27])[F:26])[CH:16]=3)[CH2:20]2)=[C:3]([CH:8]=1)[C:4]([O:6][CH3:7])=[O:5]. Procedure details: The title compound (D79) (110 mg) was prepared according to the experimental procedure described in Description 62 starting from Methyl 2,5-dichloronicotinate (87 mg, 0.422 mmol) and 3-(3-(trifluoromethyl)phenoxy)azetidine (D53) (110 mg, 0.506 mmol) Reactants: CNC, CN(C)c1ccncc1, Cc1ccccc1, COC(=O)CC(=O)c1c(C(=O)OC)n(C)c2cc(F)ccc12. Product: COC(=O)c1c(C(=O)CC(=O)N(C)C)c2ccc(F)cc2n1C. As a reaction SMILES: [CH3:1][NH:2][CH3:3].[CH3:26][N:27]([c:28]1[cH:29][cH:30][n:31][cH:32][cH:33]1)[CH3:34].[CH3:35][c:36]1[cH:37][cH:38][cH:39][cH:40][cH:41]1.[F:4][c:5]1[cH:6][cH:7][c:8]2[c:9]([C:19]([CH2:20][C:21](=[O:22])[O:23][CH3:24])=[O:25])[c:10]([C:15](=[O:16])[O:17][CH3:18])[n:11]([CH3:14])[c:12]2[cH:13]1>>[CH3:1][N:2]([CH3:3])[C:21]([CH2:20][C:19]([c:9]1[c:8]2[cH:7][cH:6][c:5]([F:4])[cH:13][c:12]2[n:11]([CH3:14])[c:10]1[C:15](=[O:16])[O:17][CH3:18])=[O:25])=[O:22].